This data is from the Open Reaction Database (ORD), a public repository of structured organic reaction records. The task is: describe an organic reaction: reactants, conditions, products, and yield Starting materials: C(C(=O)C)=O (pyruvaldehyde), NC1CCN(CC1)C(=O)OCC (ethyl 4-anino-piperidinecarboxylate). The solvent is CCOCC (Et2O), CCOCC (Et2O). Run at time 20 minute. Yields the product O=C(C=NC1CCN(CC1)C(=O)OCC)C (Ethyl 4-(2-oxopropylidene)amino-1-piperidinecarboxylate). The yield is 58.1%. RXN SMILES: [CH:1](=O)[C:2]([CH3:4])=[O:3].[NH2:6][CH:7]1[CH2:12][CH2:11][N:10]([C:13]([O:15][CH2:16][CH3:17])=[O:14])[CH2:9][CH2:8]1>CCOCC>[O:3]=[C:2]([CH3:4])[CH:1]=[N:6][CH:7]1[CH2:8][CH2:9][N:10]([C:13]([O:15][CH2:16][CH3:17])=[O:14])[CH2:11][CH2:12]1. Procedure details: To a solution of pyruvaldehyde (40% w/w solution in water, 2.67 mL, 3.15 g, 17.5 mmol) in 50 mL of Et2O at room temperature was added dropwise ethyl 4-anino-piperidinecarboxylate (3.0 mL, 3.01 g, 17.5 mmol). After 20 min, the solution was diluted with 50 mL of Et2O and washed with 3×30 mL of water. The solution was concentrated in vacuo to yield 2.3 g (58%) of the imine product which was used as such in the subsequent step; 1H NM (CDCl3) δ 7.58 (1H, s), 4.07 (2H, q, J=7.1 Hz)), 4.04 (2H, m), 3.3...